Dataset: the Open Reaction Database (ORD), a public repository of structured organic reaction records. Task: describe an organic reaction: reactants, conditions, products, and yield Starting materials: ClC(CC(=O)OCC)=O (ethyl 3-chloro-3-oxo-propanoate), C([O-])(O)=O.[Na+] (sodium bicarbonate), N\C(=C(/C(=O)OCC)\CC)\C (ethyl (Z)-3-amino-2-ethyl-but-2-enoate), C(C)(C)N(CC)C(C)C (diisopropylethylamine). The solvent is C1CCOC1 (THF). Reaction conditions: time 8 hour. The product is crude product, C(C)OC(CC(=O)N\C(=C(/C(=O)OCC)\CC)\C)=O (ethyl (Z)-3-[(3-ethoxy-3-oxo-propanoyl)amino]-2-ethyl-but-2-enoate). Isolated yield 85.6%. Reaction SMILES: [NH2:1]/[C:2](/[CH3:11])=[C:3](/[CH2:9][CH3:10])\[C:4]([O:6][CH2:7][CH3:8])=[O:5].C(N(C(C)C)CC)(C)C.Cl[C:22](=[O:29])[CH2:23][C:24]([O:26][CH2:27][CH3:28])=[O:25].C(=O)(O)[O-].[Na+]>C1COCC1>[CH2:27]([O:26][C:24](=[O:25])[CH2:23][C:22]([NH:1]/[C:2](/[CH3:11])=[C:3](/[CH2:9][CH3:10])\[C:4]([O:6][CH2:7][CH3:8])=[O:5])=[O:29])[CH3:28] |f:3.4|. Reported procedure: A 100-mL round bottom flask was charged with ethyl (Z)-3-amino-2-ethyl-but-2-enoate (880 mg, 5.6 mmol, 1 eq.), diisopropylethylamine (750 mg, 5.8 mmol, 1.04 eq.) and THF (10 ml). To the mixture was added ethyl 3-chloro-3-oxo-propanoate (840 mg, 5.6 mmol, 1 eq.) dropwise by a syringe at 0° C. After the addition was complete, the resulting mixture was stirred at room temperature overnight and then added to aqueous sodium bicarbonate solution. The mixture was extracted with ethyl acetate (3×15 ml).... Starting materials: CS(C)=O, CC(C)OC(=O)N1CCC(Oc2ncnc(Cl)c2C2CC2)CC1, CS(=O)(=O)c1ccc(O)c(F)c1, [H-], [Na+]. The product is CC(C)OC(=O)N1CCC(Oc2ncnc(Oc3ccc(S(C)(=O)=O)cc3F)c2C2CC2)CC1. As a reaction SMILES: [CH3:38][S:39]([CH3:40])=[O:41].[CH:1]([CH3:2])([CH3:3])[O:4][C:5](=[O:6])[N:7]1[CH2:8][CH2:9][CH:10]([O:13][c:14]2[n:15][cH:16][n:17][c:18]([Cl:23])[c:19]2[CH:20]2[CH2:21][CH2:22]2)[CH2:11][CH2:12]1.[F:24][c:25]1[c:26]([OH:35])[cH:27][cH:28][c:29]([S:31](=[O:32])(=[O:33])[CH3:34])[cH:30]1.[H-:36].[Na+:37]>>[CH:1]([CH3:2])([CH3:3])[O:4][C:5](=[O:6])[N:7]1[CH2:8][CH2:9][CH:10]([O:13][c:14]2[n:15][cH:16][n:17][c:18]([O:35][c:26]3[c:25]([F:24])[cH:30][c:29]([S:31](=[O:32])(=[O:33])[CH3:34])[cH:28][cH:27]3)[c:19]2[CH:20]2[CH2:21][CH2:22]2)[CH2:11][CH2:12]1. Starting materials: COc1ccc(C)c(N)c1, FC(F)(F)c1cc(Cl)nc(-c2ccccc2)n1. Yields the product COc1ccc(C)c(Nc2cc(C(F)(F)F)nc(-c3ccccc3)n2)c1. Reaction SMILES: [CH3:18][O:19][c:20]1[cH:21][cH:22][c:23]([CH3:27])[c:24]([NH2:25])[cH:26]1.[Cl:1][c:2]1[n:3][c:4](-[c:12]2[cH:13][cH:14][cH:15][cH:16][cH:17]2)[n:5][c:6]([C:8]([F:9])([F:10])[F:11])[cH:7]1>>[c:2]1([NH:25][c:24]2[c:23]([CH3:27])[cH:22][cH:21][c:20]([O:19][CH3:18])[cH:26]2)[n:3][c:4](-[c:12]2[cH:13][cH:14][cH:15][cH:16][cH:17]2)[n:5][c:6]([C:8]([F:9])([F:10])[F:11])[cH:7]1. Reactants: CCOC(=O)c1[nH]c(C=O)cc1C, CO, [Li+], [OH-], O. Yields the product Cc1cc(C=O)[nH]c1C(=O)O. Reaction SMILES: [CH2:3]([CH3:4])[O:5][C:6](=[O:7])[c:8]1[nH:9][c:10]([CH:14]=[O:15])[cH:11][c:12]1[CH3:13].[CH3:16][OH:17].[Li+:1].[OH-:2].[OH2:18]>>[O:5]=[C:6]([OH:7])[c:8]1[nH:9][c:10]([CH:14]=[O:15])[cH:11][c:12]1[CH3:13]. Starting materials: ClC1=CC2=C(C=N1)C(=NN2C(C2=CC=CC=C2)(C2=CC=CC=C2)C2=CC=CC=C2)I (6-chloro-3-iodo-1-trityl-1H-pyrazolo[4,3-c]pyridine), COC=1C=CC=C(C1C=2C=CC=CC2P(C3CCCCC3)C4CCCCC4)OC (S-Phos), C1(CCC1)[Mg]Cl (cyclobutyl magnesium chloride). The reagents and catalysts are CC(=O)[O-].CC(=O)[O-].[Pd+2] (Pd(OAc)2), [Cl-].[Zn+2].[Cl-] (zinc chloride). Solvent: 2-methyl-THF. Conditions: temperature 0 celsius, time 1 hour. Yields the product ClC1=CC2=C(C=N1)C(=NN2C(C2=CC=CC=C2)(C2=CC=CC=C2)C2=CC=CC=C2)C2CCC2 (6-chloro-3-cyclobutyl-1-trityl-1H-pyrazolo[4,3-c]pyridine). Isolated yield 56.0%. As a reaction SMILES: [CH:1]1([Mg]Cl)[CH2:4][CH2:3][CH2:2]1.[Cl:7][C:8]1[N:13]=[CH:12][C:11]2[C:14](I)=[N:15][N:16]([C:17]([C:30]3[CH:35]=[CH:34][CH:33]=[CH:32][CH:31]=3)([C:24]3[CH:29]=[CH:28][CH:27]=[CH:26][CH:25]=3)[C:18]3[CH:23]=[CH:22][CH:21]=[CH:20][CH:19]=3)[C:10]=2[CH:9]=1.COC1C=CC=C(OC)C=1C1C=CC=CC=1P(C1CCCCC1)C1CCCCC1>[Cl-].[Zn+2].[Cl-].CC([O-])=O.CC([O-])=O.[Pd+2]>[Cl:7][C:8]1[N:13]=[CH:12][C:11]2[C:14]([CH:1]3[CH2:4][CH2:3][CH2:2]3)=[N:15][N:16]([C:17]([C:18]3[CH:19]=[CH:20][CH:21]=[CH:22][CH:23]=3)([C:24]3[CH:25]=[CH:26][CH:27]=[CH:28][CH:29]=3)[C:30]3[CH:35]=[CH:34][CH:33]=[CH:32][CH:31]=3)[C:10]=2[CH:9]=1 |f:3.4.5,6.7.8|. Reported procedure: Reference: PCT Int. Appl., 2010056631, 2010. To a solution of zinc chloride (1.5 ml, 3.591 mmol, 1.9M in 2-methyl THF) at 0° C. was added a solution of cyclobutyl magnesium chloride in (9.20 ml, 4.60 mmol, 0.5 M in 2-methyl-THF). The reaction solution was stirred at 0° C. to r.t for 1 hr, and then transferred into a mixture of 6-chloro-3-iodo-1-trityl-1H-pyrazolo[4,3-c]pyridine (3a, 1 g, 1.917 mmol), Pd(OAc)2 (0.043 g, 0.192 mmol) and S-Phos (2-dicyclohexylphosphino-2′,6′-dimethoxybiphenyl, 0.11... Reactants: Cc1cnn(-c2ccc(C(=O)Cl)cc2)c1, CCN(C(C)C)C(C)C, ClCCl, c1ccc2c(c1)Cn1cccc1CN2. Product: Cc1cnn(-c2ccc(C(=O)N3Cc4cccn4Cc4ccccc43)cc2)c1. RXN SMILES: [CH3:1][c:2]1[cH:3][n:4][n:5](-[c:7]2[cH:8][cH:9][c:10]([C:11](=[O:12])[Cl:13])[cH:14][cH:15]2)[cH:6]1.[CH:30]([N:31]([CH:32]([CH3:33])[CH3:34])[CH2:35][CH3:36])([CH3:37])[CH3:38].[Cl:39][CH2:40][Cl:41].[cH:16]1[cH:17][cH:18][n:19]2[c:20]1[CH2:21][NH:22][c:23]1[c:24]([cH:26][cH:27][cH:28][cH:29]1)[CH2:25]2>>[CH3:1][c:2]1[cH:3][n:4][n:5](-[c:7]2[cH:8][cH:9][c:10]([C:11](=[O:12])[N:22]3[CH2:21][c:20]4[cH:16][cH:17][cH:18][n:19]4[CH2:25][c:24]4[c:23]3[cH:29][cH:28][cH:27][cH:26]4)[cH:14][cH:15]2)[cH:6]1. The reactants are CS, CN(C)C=O, O=C1C2=C(C=CCN2)CCc2cc(Cl)ccc21, [Na]. Yields the product CSc1ccc2c(c1)CCC1=C(NCC=C1)C2=O. As a reaction SMILES: [CH3:19][SH:20].[CH3:21][N:22]([CH3:23])[CH:24]=[O:25].[Cl:1][c:2]1[cH:3][cH:4][c:5]2[c:6]([cH:17]1)[CH2:7][CH2:8][C:9]1=[C:10]([NH:11][CH2:12][CH:13]=[CH:14]1)[C:15]2=[O:16].[Na:18]>>[c:2]1([S:20][CH3:19])[cH:3][cH:4][c:5]2[c:6]([cH:17]1)[CH2:7][CH2:8][C:9]1=[C:10]([NH:11][CH2:12][CH:13]=[CH:14]1)[C:15]2=[O:16]. The reactants are CCCC[Sn](=O)CCCC, Cc1ccccc1, OCC(O)c1cc(C(F)(F)F)cc(C(F)(F)F)c1. Yields the product OC(COCc1ccccc1)c1cc(C(F)(F)F)cc(C(F)(F)F)c1. As a reaction SMILES: [CH2:19]([Sn:20](=[O:21])[CH2:22][CH2:23][CH2:24][CH3:25])[CH2:26][CH2:27][CH3:28].[CH3:29][c:30]1[cH:31][cH:32][cH:33][cH:34][cH:35]1.[F:1][C:2]([c:3]1[cH:4][c:5]([CH:13]([CH2:14][OH:15])[OH:16])[cH:6][c:7]([C:9]([F:10])([F:11])[F:12])[cH:8]1)([F:17])[F:18]>>[F:1][C:2]([c:3]1[cH:4][c:5]([CH:13]([CH2:14][O:15][CH2:29][c:30]2[cH:31][cH:32][cH:33][cH:34][cH:35]2)[OH:16])[cH:6][c:7]([C:9]([F:10])([F:11])[F:12])[cH:8]1)([F:17])[F:18]. Reactants: B(Br)(Br)Br (Boron tribromide), CN(CC(=O)O)C(C1=CC(=C(C(=C1)Cl)OC1=CC(=C(C(=C1)C(C)C)O)C#N)Cl)=O (methyl-N-[3,5-dichloro-4-(3-cyano-4-hydroxy-5-isopropylphenoxy)benzoyl]glycine). Run in ClCCl (dichloromethane). Reaction conditions: time 16 hour. The product is ClC=1C=C(C(=O)NCC(=O)O)C=C(C1OC1=CC(=C(C(=C1)C(C)C)O)C#N)Cl (N-[3,5-dichloro-4-(3-cyano-4-hydroxy-5-isopropyl-phenoxy)benzoyl]glycine). Yield: 44.3%. Reaction SMILES: B(Br)(Br)Br.C[N:6]([C:11](=[O:33])[C:12]1[CH:17]=[C:16]([Cl:18])[C:15]([O:19][C:20]2[CH:25]=[C:24]([CH:26]([CH3:28])[CH3:27])[C:23]([OH:29])=[C:22]([C:30]#[N:31])[CH:21]=2)=[C:14]([Cl:32])[CH:13]=1)[CH2:7][C:8]([OH:10])=[O:9]>ClCCl>[Cl:18][C:16]1[CH:17]=[C:12]([CH:13]=[C:14]([Cl:32])[C:15]=1[O:19][C:20]1[CH:25]=[C:24]([CH:26]([CH3:28])[CH3:27])[C:23]([OH:29])=[C:22]([C:30]#[N:31])[CH:21]=1)[C:11]([NH:6][CH2:7][C:8]([OH:10])=[O:9])=[O:33]. Procedure: Boron tribromide (1 N in dichloromethane, 0.11 mL) was added to a solution of methyl-N-[3,5-dichloro-4-(3-cyano-4-hydroxy-5-isopropylphenoxy)benzoyl]glycine (7 mg, 16 μmol) in dichloromethane (0.5 mL) at −78° C. The resulting reaction mixture was stirred at room temperature for 16 h and thereafter quenched by ice water. The organic solvent was removed with evaporation and the remaining residue was acidified by hydrochloric acid (1 N) and extracted by ethyl acetate. Drying over sodium sulfate, co...